Task: describe an organic reaction: reactants, conditions, products, and yield. Dataset: the Open Reaction Database (ORD), a public repository of structured organic reaction records Starting materials: aqueous solution, Cl (hydrochloric acid), C(C)C(COC1=CC(=C(C(=O)O)C=C1)O)CCCC (4-(2-ethylhexyloxy)-2-hydroxybenzoic acid), C(C)C(COC1=CC(=C(C(=O)O)C=C1)O)CCCC (4-(2-ethylhexyloxy)-2-hydroxybenzoic acid), C(C)(=O)OC(C)=O (acetic anhydride), N1=CC=CC=C1 (pyridine), C(Cl)Cl (methylene chloride). Reaction conditions: time 20 minute. Product: C(C)NC(C1=C(C=C(C=C1)OCC(CCCC)CC)O)=O (N-ethyl-4-(2-ethylhexyloxy)-2-hydroxybenzamide). Isolated yield 62.0%. RXN SMILES: [CH2:1]([CH:3]([CH2:16][CH2:17][CH2:18][CH3:19])[CH2:4][O:5][C:6]1[CH:14]=[CH:13][C:9]([C:10]([OH:12])=O)=[C:8]([OH:15])[CH:7]=1)[CH3:2].C(OC(=O)C)(=O)C.Cl.C(Cl)Cl.[N:31]1C=CC=[CH:33][CH:32]=1>>[CH2:32]([NH:31][C:10](=[O:12])[C:9]1[CH:13]=[CH:14][C:6]([O:5][CH2:4][CH:3]([CH2:1][CH3:2])[CH2:16][CH2:17][CH2:18][CH3:19])=[CH:7][C:8]=1[OH:15])[CH3:33]. Reported procedure: In 30 ml of pyridine was dissolved 3.00 g (11.3 mmol) of 4-(2-ethylhexyloxy)-2-hydroxybenzoic acid (compound 14), and 2.89 g (28.4 mmol) of acetic anhydride was added to the solution dropwise on an ice-water bath. After the dropwise addition, the mixture was stirred for 20 minutes, poured into 120 ml of a 12% aqueous solution of hydrochloric acid, and extracted with 150 ml of ethyl acetate. The organic layer was washed successively with three 150 ml portions of dilute hydrochloric acid, three 15... Reactants: S(=O)(=O)(O)C=1C=C(C2=CC=C(C=C2C1)S(=O)(=O)O)N=C=S.[Na] (sodium 3,6-Disulfonapthylisothiocyanate), poly-L-lysine, CN(CC=C)C (N,N-dimethyl-N-allylamine), C1=CC=C2C(=C1)C(=O)C(C2=O)(O)O (ninhydrin). Solvent: O (water), O (water). Run at temperature 53 celsius. Product: S(=O)(=O)(O)C=1C=C(C2=CC=C(C=C2C1)S(=O)(=O)O)NC(=S)N.[Na] (sodium 3,6-disulfonaphthylthiourea). As a reaction SMILES: [S:1]([C:5]1[CH:6]=[C:7]([N:19]=[C:20]=[S:21])[C:8]2[C:13]([CH:14]=1)=[CH:12][C:11]([S:15]([OH:18])(=[O:17])=[O:16])=[CH:10][CH:9]=2)([OH:4])(=[O:3])=[O:2].[Na:22].C1C=C2C(C(O)(O)C(=O)C2=CC=1)=O.C[N:37](C)CC=C>O>[S:1]([C:5]1[CH:6]=[C:7]([NH:19][C:20]([NH2:37])=[S:21])[C:8]2[C:13]([CH:14]=1)=[CH:12][C:11]([S:15]([OH:18])(=[O:16])=[O:17])=[CH:10][CH:9]=2)([OH:4])(=[O:3])=[O:2].[Na:22] |f:0.1,5.6,^1:21,64|. Procedure: Solid sodium 3,6-Disulfonapthylisothiocyanate (200 mg; 0.51 mmol) was added to a solution of poly-L-lysine (15-30 K) (50 mg) in a mixture of water (2 ml) and N,N-dimethyl-N-allylamine buffer (pH 9.5; 2ml). The resulting mixture was heated under nitrogen at 53° C. for 3 hours, when a ninhydrin test was negative. The cooled mixture was filtered and the filtrate concentrated to give a brownish solid residue. The solid residue was redissolved in water and passed through a column of Amberlite IR 120(... Reactants: CC(=O)C(=NO)C(=O)OC(C)(C)C, COS(=O)(=O)OC, CO, O. Yields the product CON=C(C(C)=O)C(=O)OC(C)(C)C. RXN SMILES: [C:1]([CH3:2])([CH3:3])([CH3:4])[O:5][C:6]([C:7]([C:8](=[O:9])[CH3:10])=[N:11][OH:12])=[O:13].[CH3:14][O:15][S:16]([O:17][CH3:18])(=[O:19])=[O:20].[CH3:22][OH:23].[OH2:21]>>[C:1]([CH3:2])([CH3:3])([CH3:4])[O:5][C:6]([C:7]([C:8](=[O:9])[CH3:10])=[N:11][O:12][CH3:14])=[O:13]. Starting materials: C1(CCCCC1)C=1C2=C(N(C1)CC(=O)OC)C=C(S2)C(=O)OC(C)(C)C (tert-butyl 6-cyclohexyl-4-(2-methoxy-2-oxoethyl)-4H-thieno[3,2-b]pyrrole-2-carboxylate), BrN1C(CCC1=O)=O (N-bromosuccinimide). The solvent is C(Cl)Cl (CH2Cl2). Reaction conditions: temperature 0 celsius. Product: BrC1=C(C2=C(N1CC(=O)OC)C=C(S2)C(=O)OC(C)(C)C)C2CCCCC2 (tert-butyl 5-bromo-6-cyclohexyl-4-(2-methoxy-2-oxoethyl)-4H-thieno[3,2-b]pyrrole-2-carboxylate). The yield is 87.0%. RXN SMILES: [CH:1]1([C:7]2[C:8]3[S:19][C:18]([C:20]([O:22][C:23]([CH3:26])([CH3:25])[CH3:24])=[O:21])=[CH:17][C:9]=3[N:10]([CH2:12][C:13]([O:15][CH3:16])=[O:14])[CH:11]=2)[CH2:6][CH2:5][CH2:4][CH2:3][CH2:2]1.[Br:27]N1C(=O)CCC1=O>C(Cl)Cl>[Br:27][C:11]1[N:10]([CH2:12][C:13]([O:15][CH3:16])=[O:14])[C:9]2[CH:17]=[C:18]([C:20]([O:22][C:23]([CH3:26])([CH3:25])[CH3:24])=[O:21])[S:19][C:8]=2[C:7]=1[CH:1]1[CH2:6][CH2:5][CH2:4][CH2:3][CH2:2]1. Procedure: tert-Butyl 6-cyclohexyl-4-(2-methoxy-2-oxoethyl)-4H-thieno[3,2-b]pyrrole-2-carboxylate (1 eq., from Step 2) was dissolved in anhydrous CH2Cl2, cooled to 0° C. and treated portionwise over 40 mins with N-bromosuccinimide (1 eq.). The reaction mixture was quenched by the addition of 1 M sodium thiosulfate solution and extracted with EtOAc. The combined organic layers were washed with 1 M sodium thiosulfate solution and with brine and dried over sodium sulfate. Evaporation afforded the pure title c... Reactants: CC(C)(C)P(C(C)(C)C)C(C)(C)C, O=C([O-])[O-], C1COCCO1, O=C1OC2(CCN(C(=O)C3(c4ccc(Cl)cc4)CC3)C2)c2ccccc21, [Cs+], [Cs+], OB(O)c1cncnc1. The product is O=C1OC2(CCN(C(=O)C3(c4ccc(-c5cncnc5)cc4)CC3)C2)c2ccccc21. Reaction SMILES: [C:36]([P:37]([C:38]([CH3:39])([CH3:40])[CH3:41])[C:42]([CH3:43])([CH3:44])[CH3:45])([CH3:46])([CH3:47])[CH3:48].[C:49](=[O:50])([O-:51])[O-:52].[CH2:55]1[O:56][CH2:57][CH2:58][O:59][CH2:60]1.[Cl:1][c:2]1[cH:3][cH:4][c:5]([C:8]2([C:11](=[O:12])[N:13]3[CH2:14][C:15]4([O:16][C:17](=[O:24])[c:18]5[c:19]4[cH:20][cH:21][cH:22][cH:23]5)[CH2:25][CH2:26]3)[CH2:9][CH2:10]2)[cH:6][cH:7]1.[Cs+:53].[Cs+:54].[n:27]1[cH:28][n:29][cH:30][c:31]([B:33]([OH:34])[OH:35])[cH:32]1>>[c:2]1(-[c:31]2[cH:30][n:29][cH:28][n:27][cH:32]2)[cH:3][cH:4][c:5]([C:8]2([C:11](=[O:12])[N:13]3[CH2:14][C:15]4([O:16][C:17](=[O:24])[c:18]5[c:19]4[cH:20][cH:21][cH:22][cH:23]5)[CH2:25][CH2:26]3)[CH2:9][CH2:10]2)[cH:6][cH:7]1. Starting materials: ClC(Cl)Cl, O=C(OO)c1cccc(Cl)c1, O=c1nc(-c2cccc(SCCCc3ccccc3)n2)sc2ccccc12. Product: O=c1nc(-c2cccc(S(=O)CCCc3ccccc3)n2)sc2ccccc12. As a reaction SMILES: [CH:39]([Cl:40])([Cl:41])[Cl:42].[OH:28][O:29][C:30]([c:31]1[cH:32][c:33]([Cl:34])[cH:35][cH:36][cH:37]1)=[O:38].[c:1]1([CH2:7][CH2:8][CH2:9][S:10][c:11]2[cH:12][cH:13][cH:14][c:15](-[c:17]3[s:18][c:19]4[c:20]([c:21](=[O:23])[n:22]3)[cH:24][cH:25][cH:26][cH:27]4)[n:16]2)[cH:2][cH:3][cH:4][cH:5][cH:6]1>>[c:1]1([CH2:7][CH2:8][CH2:9][S:10]([c:11]2[cH:12][cH:13][cH:14][c:15](-[c:17]3[s:18][c:19]4[c:20]([c:21](=[O:23])[n:22]3)[cH:24][cH:25][cH:26][cH:27]4)[n:16]2)=[O:28])[cH:2][cH:3][cH:4][cH:5][cH:6]1.